Dataset: the Open Reaction Database (ORD), a public repository of structured organic reaction records. Task: describe an organic reaction: reactants, conditions, products, and yield Starting materials: resultant solution, O=C1N(CCC1)CC1=C(C=CC=C1)S(=O)(=O)N (2-(2-Oxo-1-pyrrolidinylmethyl)benzenesulfonamide), C1(=CC=CC=C1)OC(NC1=NC(=CC(=N1)OC)OC)=O (phenyl(4,6-dimethoxypyrimidin-2-yl)carbamate), N12CCCCCC2=NCCC1 (1,8-diazabicyclo[5.4.0]undec-7-ene), C(CCC)Cl (n-Butylchloride). Reagents/catalysts: Cl (hydrochloric acid). Run in O (water), C(C)#N (acetonitrile). The product is COC1=NC(=NC(=C1)OC)NC(=O)C=1C(=C(C=CC1)S(=O)(=O)N)CN1C(CCC1)=O (((4,6-dimethoxypyrimidin-2-yl)aminocarbonyl)-2-(2-oxo-1-pyrrolidinylmethyl]-benzenesulfonamide). Isolated yield 46.0%. As a reaction SMILES: [O:1]=[C:2]1[CH2:6][CH2:5][CH2:4][N:3]1[CH2:7][C:8]1[CH:13]=[CH:12][CH:11]=[CH:10][C:9]=1[S:14]([NH2:17])(=[O:16])=[O:15].C1([O:24][C:25](=O)[NH:26][C:27]2[N:32]=[C:31]([O:33][CH3:34])[CH:30]=[C:29]([O:35][CH3:36])[N:28]=2)C=CC=CC=1.N12CCCN=C1CCCCC2.C(Cl)CCC>C(#N)C.O.Cl>[CH3:34][O:33][C:31]1[CH:30]=[C:29]([O:35][CH3:36])[N:28]=[C:27]([NH:26][C:25]([C:13]2[C:8]([CH2:7][N:3]3[CH2:4][CH2:5][CH2:6][C:2]3=[O:1])=[C:9]([S:14]([NH2:17])(=[O:15])=[O:16])[CH:10]=[CH:11][CH:12]=2)=[O:24])[N:32]=1. Procedure details: To a suspension of 254 mg of the product of Example 2 in 10 mL of acetonitrile, containing 275 mg of phenyl(4,6-dimethoxypyrimidin-2-yl)carbamate, was added 0.15 mL of 1,8-diazabicyclo[5.4.0]undec-7-ene (DBU). The resultant solution was stirred for 2 hours, diluted with 20 mL of water and acidified with 5 drops of concentrated hydrochloric acid. n-Butylchloride (10 mL) was added, stirred, and the white precipitate was filtered. The collected white solid was washed with a little water, suction dr... Starting materials: BrC1=CC(=C(C=C1)C(=O)N1CCN(CC1)C1=NC=C(C=C1C)C)S(=O)(=O)C ((4-bromo-2-methanesulfonylphenyl)[4-(3,5-dimethylpyridin-2-yl)piperazin-1-yl]methanone), C[C@H]1NC(OC1)=O ((R)-4-methyloxazolidin-2-one). The product is CC=1C(=NC=C(C1)C)N1CCN(CC1)C(=O)C1=C(C=C(C=C1)N1C(OC[C@H]1C)=O)S(=O)(=O)C ((R)-3-{4-[4-(3,5-dimethylpyridin-2-yl)piperazine-1-carbonyl]-3-methanesulfonylphenyl}-4-methyloxazolidin-2-one). The yield is 30.7%. RXN SMILES: Br[C:2]1[CH:7]=[CH:6][C:5]([C:8]([N:10]2[CH2:15][CH2:14][N:13]([C:16]3[C:21]([CH3:22])=[CH:20][C:19]([CH3:23])=[CH:18][N:17]=3)[CH2:12][CH2:11]2)=[O:9])=[C:4]([S:24]([CH3:27])(=[O:26])=[O:25])[CH:3]=1.[CH3:28][C@@H:29]1[CH2:33][O:32][C:31](=[O:34])[NH:30]1>>[CH3:22][C:21]1[C:16]([N:13]2[CH2:14][CH2:15][N:10]([C:8]([C:5]3[CH:6]=[CH:7][C:2]([N:30]4[C@H:29]([CH3:28])[CH2:33][O:32][C:31]4=[O:34])=[CH:3][C:4]=3[S:24]([CH3:27])(=[O:26])=[O:25])=[O:9])[CH2:11][CH2:12]2)=[N:17][CH:18]=[C:19]([CH3:23])[CH:20]=1. Procedure details: By reaction and treatment in the same manner as in Example 1 and using (4-bromo-2-methanesulfonylphenyl)[4-(3,5-dimethylpyridin-2-yl)piperazin-1-yl]methanone (839 mg) described in Preparation Example 61 and (R)-4-methyloxazolidin-2-one (288 mg) described in Preparation Example 25, the title compound (269 mg) was obtained. Starting materials: C(C)(C)(C)OC(=O)N1[C@H](CCCC1)C(NC1=CC=C(C=C1)C#CC=1C(=NN(C1)CCO)C1=C(C=CC(=C1)Cl)O)=O (2(R)-{4-[3-(5-Chloro-2-hydroxy-phenyl)-1-(2-hydroxy-ethyl)-1H-pyrazol-4-ylethynyl]-phenylcarbamoyl}-piperidine-1-carboxylic acid tert-butyl ester), C(=O)(C(F)(F)F)O (TFA). Solvent: ClCCl (dichloromethane). Run at temperature 0 celsius, time 1.5 hour. Yields the product ClC=1C=CC(=C(C1)C1=NN(C=C1C#CC1=CC=C(C=C1)NC(=O)[C@@H]1NCCCC1)CCO)O (Piperidine-2(R)-carboxylic acid {4-[3-(5-chloro-2-hydroxy-phenyl)-1-(2-hydroxy-ethyl)-1H-pyrazol-4-ylethynyl]-phenyl}-amide). RXN SMILES: C(OC([N:8]1[CH2:13][CH2:12][CH2:11][CH2:10][C@@H:9]1[C:14](=[O:40])[NH:15][C:16]1[CH:21]=[CH:20][C:19]([C:22]#[C:23][C:24]2[C:25]([C:32]3[CH:37]=[C:36]([Cl:38])[CH:35]=[CH:34][C:33]=3[OH:39])=[N:26][N:27]([CH2:29][CH2:30][OH:31])[CH:28]=2)=[CH:18][CH:17]=1)=O)(C)(C)C.C(O)(C(F)(F)F)=O>ClCCl>[Cl:38][C:36]1[CH:35]=[CH:34][C:33]([OH:39])=[C:32]([C:25]2[C:24]([C:23]#[C:22][C:19]3[CH:18]=[CH:17][C:16]([NH:15][C:14]([C@H:9]4[CH2:10][CH2:11][CH2:12][CH2:13][NH:8]4)=[O:40])=[CH:21][CH:20]=3)=[CH:28][N:27]([CH2:29][CH2:30][OH:31])[N:26]=2)[CH:37]=1. Procedure: Compound 4A (8.2 g) was dissolved in dichloromethane (50 mL) and cooled to 0° C. with ice-water bath. TFA (50 mL) was added slowly to the above solution at 0° C. The mixture was stirred at 0° C. for 1.5 hour. LC-MS indicated the reaction was complete. Dichloromethane and TFA were removed with a rotavapor at rt. Dichloromethane (˜100 mL) was added to the residua and removed again. The process was repeated twice more. The resultant residua were suspended in ethyl acetate (˜50 mL). 5% Aqueous NaHCO... Starting materials: C(C)(=O)OCC.CCCCCCC (ethyl acetate heptane), BrC1=CC=2N(N=CC2S1)C(C)=O (1-(5-bromo-thieno[3,2-c]pyrazol-1-yl)-ethanone), BrC1=CC=2N(N=CC2S1)C(C)=O (1-(5-bromo-thieno[3,2-c]pyrazol-1-yl)-ethanone), O1CCOCC1 (1,4-dioxane), C([O-])([O-])=O.[K+].[K+] (potassium carbonate). Run in C(C)(=O)OCC (ethyl acetate). Conditions: temperature 95 celsius, time 20 hour. Yields the product BrC1=CC=2NN=CC2S1 (5-bromo-1H-thieno[3,2-c]pyrazole). The yield is 95.3%. RXN SMILES: C(OCC)(=O)C.CCCCCCC.[Br:14][C:15]1[S:22][C:21]2[CH:20]=[N:19][N:18](C(=O)C)[C:17]=2[CH:16]=1.O1CCOCC1.C(=O)([O-])[O-].[K+].[K+]>C(OCC)(=O)C>[Br:14][C:15]1[S:22][C:21]2[CH:20]=[N:19][NH:18][C:17]=2[CH:16]=1 |f:0.1,4.5.6|. Reported procedure: A mixture of 1-(thieno[3,2-c]pyrazol-1-yl)-ethanone (5.00 g, 30.1 mmol), N-bromosuccinimide (16.1 g, 90.4 mmol), and chloroform (100 mL) was heated at 50° C. under nitrogen for 5 hours. The orange mixture was stirred at room temperature for an additional 17 hours. The red-orange mixture was filtered, the insolubles washed twice with dichloromethane (60 mL). The filtrate was washed with 10% aqueous NaHSO3 (60 mL) and then twice with water (60 mL), then dried over magnesium sulfate, and concentrat... Starting materials: COC(CC1=CC(=CC=C1)OC1=C(C=C(C=C1)Br)CN1C(OCC1)=O)=O ({3-[4-bromo-2-(2-oxo-oxazolidin-3-ylmethyl)-phenoxy]-phenyl}-acetic acid methyl ester), N1=CC(=CC=C1)B(O)O (3-pyridineboronic acid). RXN SMILES: [CH3:1][O:2][C:3](=[O:26])[CH2:4][C:5]1[CH:10]=[CH:9][CH:8]=[C:7]([O:11][C:12]2[CH:17]=[CH:16][C:15](Br)=[CH:14][C:13]=2[CH2:19][N:20]2[CH2:24][CH2:23][O:22][C:21]2=[O:25])[CH:6]=1.[N:27]1[CH:32]=[CH:31][CH:30]=[C:29](B(O)O)[CH:28]=1>>[CH3:1][O:2][C:3](=[O:26])[CH2:4][C:5]1[CH:10]=[CH:9][CH:8]=[C:7]([O:11][C:12]2[CH:17]=[CH:16][C:15]([C:29]3[CH:28]=[N:27][CH:32]=[CH:31][CH:30]=3)=[CH:14][C:13]=2[CH2:19][N:20]2[CH2:24][CH2:23][O:22][C:21]2=[O:25])[CH:6]=1. The product is COC(CC1=CC(=CC=C1)OC1=C(C=C(C=C1)C=1C=NC=CC1)CN1C(OCC1)=O)=O ({3-[2-(2-Oxo-oxazolidin-3-ylmethyl)-4-pyridin-3-yl-phenoxy]-phenyl}-acetic acid methyl ester). Reported procedure: Prepared according to the procedure described in Example 7, Step 1, using the following starting materials: {3-[4-bromo-2-(2-oxo-oxazolidin-3-ylmethyl)-phenoxy]-phenyl}-acetic acid methyl ester and 3-pyridineboronic acid. Starting materials: BrCc1cccc(Br)c1, CCCCS, [Na+], C1CCOC1, [OH-], O. Product: CCCCSCc1cccc(Br)c1. RXN SMILES: [Br:8][c:9]1[cH:10][c:11]([CH2:12][Br:13])[cH:14][cH:15][cH:16]1.[CH2:1]([CH2:2][CH2:3][CH3:4])[SH:5].[Na+:7].[O:18]1[CH2:19][CH2:20][CH2:21][CH2:22]1.[OH-:6].[OH2:17]>>[CH2:1]([CH2:2][CH2:3][CH3:4])[S:5][CH2:12][c:11]1[cH:10][c:9]([Br:8])[cH:16][cH:15][cH:14]1. The reactants are Cl (hydrochloric acid), C([O-])([O-])=O.[Na+].[Na+] (sodium carbonate), C(C)OP(OCC)(=O)CC=CCOC1=C(C=CC=C1)C(=O)Cl ([4-(2-chlorocarbonyl-phenoxy)-but-2-enyl]-phosphonic acid diethyl ester), [H-].[Na+] (sodium hydride), COC1=C2C(C=C(OC2=CC(=C1)OC)C1=CC=CC=C1)=O (5,7-dimethoxyflavone). Yields the product OC1=C2C(C=C(OC2=CC(=C1)O)C1=CC=CC=C1)=O (5,7-dihydroxyflavone), final product. RXN SMILES: C(OP(CC=CCOC1C=CC=CC=1C(Cl)=O)(=O)OCC)C.[H-].[Na+].Cl.C(=O)([O-])[O-].[Na+].[Na+].C[O:33][C:34]1[CH:43]=[C:42]([O:44]C)[CH:41]=[C:40]2[C:35]=1[C:36](=[O:52])[CH:37]=[C:38]([C:46]1[CH:51]=[CH:50][CH:49]=[CH:48][CH:47]=1)[O:39]2>>[OH:33][C:34]1[CH:43]=[C:42]([OH:44])[CH:41]=[C:40]2[C:35]=1[C:36](=[O:52])[CH:37]=[C:38]([C:46]1[CH:51]=[CH:50][CH:49]=[CH:48][CH:47]=1)[O:39]2 |f:1.2,4.5.6|. Procedure: Condensation with [4-(2-chlorocarbonyl-phenoxy)-but-2-enyl]-phosphonic acid diethyl ester (synthesis below) is followed by successive treatment with sodium hydride, hydrochloric acid and sodium carbonate, generating the 5,7-dimethoxyflavone. Demethylation to provide the 5,7-dihydroxyflavone final product is achieved as in Scheme 27.2 (see Bioorg. Med. Chem. Lett., (2000), 10, 1037). Starting materials: C(CCC)(=O)O (butyric acid), C1=CC=C(C=C1)P(C2=CC=CC=C2)C3=CC=CC=C3 (Ph3P), C(C)(=O)OC=C (vinyl acetate). Reagents/catalysts: C=1C=CC(=CC1)[P](C=2C=CC=CC2)(C=3C=CC=CC3)[Pd]([P](C=4C=CC=CC4)(C=5C=CC=CC5)C=6C=CC=CC6)([P](C=7C=CC=CC7)(C=8C=CC=CC8)C=9C=CC=CC9)[P](C=1C=CC=CC1)(C=1C=CC=CC1)C=1C=CC=CC1 (Pd(Ph3P)4). Product: C(C(O)C)(=O)O (lactic acid), C(C)(=O)OC=C (vinyl acetate). RXN SMILES: C1C=CC(P(C2C=CC=CC=2)C2C=CC=CC=2)=CC=1.[C:20]([O:23][CH:24]=[CH2:25])(=[O:22])[CH3:21].[C:26]([OH:31])(=[O:30])[CH2:27][CH2:28]C>C1C=CC([P]([Pd]([P](C2C=CC=CC=2)(C2C=CC=CC=2)C2C=CC=CC=2)([P](C2C=CC=CC=2)(C2C=CC=CC=2)C2C=CC=CC=2)[P](C2C=CC=CC=2)(C2C=CC=CC=2)C2C=CC=CC=2)(C2C=CC=CC=2)C2C=CC=CC=2)=CC=1>[C:26]([OH:31])(=[O:30])[CH:27]([CH3:28])[OH:22].[C:20]([O:23][CH:24]=[CH2:25])(=[O:22])[CH3:21] |^1:35,37,56,75|. Procedure details: A 300 ml autoclave is charged with 0.692 g. of Pd(Ph3P)4 (0.6 mmole Pd), 3.15 g. of Ph3P (12 mmole), 83 ml of butyric acid as solvent, and 37 ml of vinyl acetate (0.4 mole). The autoclave was flushed, heated-up, and operated in a procedure similar to that described in Example 1. Several 1-ml increments of water were added, and then additional water to make a total of 9 ml. was added and the reaction continued overnight. After 23 hours of reaction time at 150° C. and 700 psig the reaction was ter... Reactants: C, NCCc1cccc(OCc2ccccc2)c1, C1CCOC1, [H][H], [Pd]. The product is NCCc1cccc(O)c1. Reaction SMILES: [C:20].[CH2:1]([c:2]1[cH:3][cH:4][cH:5][cH:6][cH:7]1)[O:8][c:9]1[cH:10][c:11]([CH2:15][CH2:16][NH2:17])[cH:12][cH:13][cH:14]1.[CH2:22]1[O:23][CH2:24][CH2:25][CH2:26]1.[H:18][H:19].[Pd:21]>>[OH:8][c:9]1[cH:10][c:11]([CH2:15][CH2:16][NH2:17])[cH:12][cH:13][cH:14]1. Reactants: C1CCOC1, CO, COC(=O)Cc1ccc(C2CC2)cc1, Cl, [Li+], [OH-], O, O. Product: O=C(O)Cc1ccc(C2CC2)cc1. Reaction SMILES: [CH2:19]1[O:20][CH2:21][CH2:22][CH2:23]1.[CH3:24][OH:25].[CH:1]1([c:4]2[cH:5][cH:6][c:7]([CH2:10][C:11](=[O:12])[O:13][CH3:14])[cH:8][cH:9]2)[CH2:2][CH2:3]1.[ClH:18].[Li+:17].[OH-:16].[OH2:15].[OH2:26]>>[CH:1]1([c:4]2[cH:5][cH:6][c:7]([CH2:10][C:11](=[O:12])[OH:13])[cH:8][cH:9]2)[CH2:2][CH2:3]1.